From a dataset of the Open Reaction Database (ORD), a public repository of structured organic reaction records. describe an organic reaction: reactants, conditions, products, and yield Starting materials: CN(/C=C/C(=O)C1=NN(C=CC1=O)C1=CC=C(C=C1)C(F)(F)F)C (3-((E)-3-Dimethylamino-acryloyl)-1-(4-trifluoromethyl-phenyl)-1H-pyridazin-4-one), ClC=1C=C(C=CC1)NN (3-chloro-phenylhydrazine). Product: ClC=1C=C(C=CC1)N1N=CC=C1C1=NN(C=CC1=O)C1=CC=C(C=C1)C(F)(F)F (3-[2-(3-Chloro-phenyl)-2H-pyrazol-3-yl]-1-(4-trifluoromethyl-phenyl)-1H-pyridazin-4-one). As a reaction SMILES: CN(C)/[CH:3]=[CH:4]/[C:5]([C:7]1[C:12](=[O:13])[CH:11]=[CH:10][N:9]([C:14]2[CH:19]=[CH:18][C:17]([C:20]([F:23])([F:22])[F:21])=[CH:16][CH:15]=2)[N:8]=1)=O.[Cl:25][C:26]1[CH:27]=[C:28]([NH:32][NH2:33])[CH:29]=[CH:30][CH:31]=1>>[Cl:25][C:26]1[CH:27]=[C:28]([N:32]2[C:5]([C:7]3[C:12](=[O:13])[CH:11]=[CH:10][N:9]([C:14]4[CH:19]=[CH:18][C:17]([C:20]([F:22])([F:21])[F:23])=[CH:16][CH:15]=4)[N:8]=3)=[CH:4][CH:3]=[N:33]2)[CH:29]=[CH:30][CH:31]=1. Procedure details: The product was obtained starting from 3-((E)-3-Dimethylamino-acryloyl)-1-(4-trifluoromethyl-phenyl)-1H-pyridazin-4-one (A-22) and 3-chloro-phenylhydrazine according to the method described for example 1. MS: M=417.2 (M+H)+ The reactants are CN(C)C=O, COc1cc(C(F)(F)F)ccc1C=O, [Cl-], Cl, [Li+], O. Yields the product O=Cc1ccc(C(F)(F)F)cc1O. As a reaction SMILES: [CH3:19][N:20]([CH3:21])[CH:22]=[O:23].[CH3:1][O:2][c:3]1[c:4]([CH:5]=[O:6])[cH:7][cH:8][c:9]([C:11]([F:12])([F:13])[F:14])[cH:10]1.[Cl-:16].[ClH:18].[Li+:15].[OH2:17]>>[OH:2][c:3]1[c:4]([CH:5]=[O:6])[cH:7][cH:8][c:9]([C:11]([F:12])([F:13])[F:14])[cH:10]1.